This data is from the Open Reaction Database (ORD), a public repository of structured organic reaction records. The task is: describe an organic reaction: reactants, conditions, products, and yield The reactants are CC(C)OC=1C=CC2=C(C1)OC=C(C2=O)C=3C=CC=CC3 (Ipriflavon), CC(C)OC=1C=CC2=C(C1)OC=C(C2=O)C=3C=CC=CC3 (Ipriflavon), C([C@@H]1[C@@H]2[C@@H]([C@H]([C@H](O1)O[C@@H]3[C@H](O[C@@H]([C@@H]([C@H]3O)O)O[C@@H]4[C@H](O[C@@H]([C@@H]([C@H]4O)O)O[C@@H]5[C@H](O[C@@H]([C@@H]([C@H]5O)O)O[C@@H]6[C@H](O[C@@H]([C@@H]([C@H]6O)O)O[C@@H]7[C@H](O[C@@H]([C@@H]([C@H]7O)O)O[C@@H]8[C@H](O[C@H](O2)[C@@H]([C@H]8O)O)CO)CO)CO)CO)CO)CO)O)O)O (β-cyclodextrin). Product: CC(C)OC=1C=CC2=C(C1)OC=C(C2=O)C=3C=CC=CC3.C([C@@H]1[C@@H]2[C@@H]([C@H]([C@H](O1)O[C@@H]3[C@H](O[C@@H]([C@@H]([C@H]3O)O)O[C@@H]4[C@H](O[C@@H]([C@@H]([C@H]4O)O)O[C@@H]5[C@H](O[C@@H]([C@@H]([C@H]5O)O)O[C@@H]6[C@H](O[C@@H]([C@@H]([C@H]6O)O)O[C@@H]7[C@H](O[C@@H]([C@@H]([C@H]7O)O)O[C@@H]8[C@H](O[C@H](O2)[C@@H]([C@H]8O)O)CO)CO)CO)CO)CO)CO)O)O)O (Ipriflavon β-cyclodextrin). As a reaction SMILES: [CH3:1][CH:2]([O:4][C:5]1[CH:6]=[CH:7][C:8]2[C:14](=[O:15])[C:13]([C:16]3[CH:17]=[CH:18][CH:19]=[CH:20][CH:21]=3)=[CH:12][O:11][C:9]=2[CH:10]=1)[CH3:3].[CH2:22]([OH:98])[C@H:23]1[O:28][C@@H:27]2[O:29][C@H:30]3[C@H:35]([OH:36])[C@@H:34]([OH:37])[C@@H:33]([O:38][C@H:39]4[C@H:44]([OH:45])[C@@H:43]([OH:46])[C@@H:42]([O:47][C@H:48]5[C@H:53]([OH:54])[C@@H:52]([OH:55])[C@@H:51]([O:56][C@H:57]6[C@H:62]([OH:63])[C@@H:61]([OH:64])[C@@H:60]([O:65][C@H:66]7[C@H:71]([OH:72])[C@@H:70]([OH:73])[C@@H:69]([O:74][C@H:75]8[C@H:81]([OH:82])[C@@H:80]([OH:83])[C@@H:78]([O:79][C@H:24]1[C@H:25]([OH:97])[C@H:26]2[OH:96])[O:77][C@@H:76]8[CH2:84][OH:85])[O:68][C@@H:67]7[CH2:86][OH:87])[O:59][C@@H:58]6[CH2:88][OH:89])[O:50][C@@H:49]5[CH2:90][OH:91])[O:41][C@@H:40]4[CH2:92][OH:93])[O:32][C@@H:31]3[CH2:94][OH:95]>>[CH3:3][CH:2]([O:4][C:5]1[CH:6]=[CH:7][C:8]2[C:14](=[O:15])[C:13]([C:16]3[CH:21]=[CH:20][CH:19]=[CH:18][CH:17]=3)=[CH:12][O:11][C:9]=2[CH:10]=1)[CH3:1].[CH2:88]([OH:89])[C@H:58]1[O:59][C@@H:60]2[O:65][C@H:66]3[C@H:71]([OH:72])[C@@H:70]([OH:73])[C@@H:69]([O:74][C@H:75]4[C@H:81]([OH:82])[C@@H:80]([OH:83])[C@@H:78]([O:79][C@H:24]5[C@H:25]([OH:97])[C@@H:26]([OH:96])[C@@H:27]([O:29][C@H:30]6[C@H:35]([OH:36])[C@@H:34]([OH:37])[C@@H:33]([O:38][C@H:39]7[C@H:44]([OH:45])[C@@H:43]([OH:46])[C@@H:42]([O:47][C@H:48]8[C@H:53]([OH:54])[C@@H:52]([OH:55])[C@@H:51]([O:56][C@H:57]1[C@H:62]([OH:63])[C@H:61]2[OH:64])[O:50][C@@H:49]8[CH2:90][OH:91])[O:41][C@@H:40]7[CH2:92][OH:93])[O:32][C@@H:31]6[CH2:94][OH:95])[O:28][C@@H:23]5[CH2:22][OH:98])[O:77][C@@H:76]4[CH2:84][OH:85])[O:68][C@@H:67]3[CH2:86][OH:87] |f:2.3|. Procedure: 11.0 g (39.2 mmoles) of Ipriflavon and 114.3 g (88.3 mmoles) of β-cyclodextrin of 12.36% moisture content, were dissolved in 2.25 liters of 50% by volume aqueous ethanol solution at 80° C. under vigorous stirring and left to cool to room temperature. The crystalline product precipitated was filtered and dried for 24 hours at 60° C. to give 96.4 g of product in form of loose, white powder. The particle size is smaller than 90 μm. Ipriflavon content: 10.8% by weight; Ipriflavon: -β-cyclodextrin ra... Reactants: CC(C)(C)P(C(C)(C)C)C(C)(C)C, C1CCOC1, Fc1cccnc1Cl, [F-], CC1(C)OB(c2ccc(F)cc2C#N)OC1(C)C, [K+], O=C(C=Cc1ccccc1)C=Cc1ccccc1, O=C(C=Cc1ccccc1)C=Cc1ccccc1, O=C(C=Cc1ccccc1)C=Cc1ccccc1, O, [Pd], [Pd]. Product: N#Cc1cc(F)ccc1-c1ncccc1F. As a reaction SMILES: [C:29]([P:30]([C:31]([CH3:32])([CH3:33])[CH3:34])[C:35]([CH3:36])([CH3:37])[CH3:38])([CH3:39])([CH3:40])[CH3:41].[CH2:42]1[O:43][CH2:44][CH2:45][CH2:46]1.[Cl:19][c:20]1[n:21][cH:22][cH:23][cH:24][c:25]1[F:26].[F-:27].[F:1][c:2]1[cH:3][cH:4][c:5]([B:10]2[O:11][C:12]([CH3:13])([CH3:14])[C:15]([CH3:16])([CH3:17])[O:18]2)[c:6]([C:7]#[N:8])[cH:9]1.[K+:28].[O:50]=[C:51]([CH:52]=[CH:53][c:54]1[cH:55][cH:56][cH:57][cH:58][cH:59]1)[CH:60]=[CH:61][c:62]1[cH:63][cH:64][cH:65][cH:66][cH:67]1.[O:68]=[C:69]([CH:70]=[CH:71][c:72]1[cH:73][cH:74][cH:75][cH:76][cH:77]1)[CH:78]=[CH:79][c:80]1[cH:81][cH:82][cH:83][cH:84][cH:85]1.[O:86]=[C:87]([CH:88]=[CH:89][c:90]1[cH:91][cH:92][cH:93][cH:94][cH:95]1)[CH:96]=[CH:97][c:98]1[cH:99][cH:100][cH:101][cH:102][cH:103]1.[OH2:47].[Pd:48].[Pd:49]>>[F:1][c:2]1[cH:3][cH:4][c:5](-[c:20]2[n:21][cH:22][cH:23][cH:24][c:25]2[F:26])[c:6]([C:7]#[N:8])[cH:9]1. Procedure details: Using the method described in Example X, 18.3 g of 3-hydroxy-4,5-dimethyl-pyrrole-2-carboxylic acid ethyl ester, 20.5 g of 1,2-bromochloroethane and 18 g of anhydrous potassium carbonate give 10 g of 1-(2-carboethoxy-4,5-dimethyl-pyrrol-3-oxy)-2-chloroethane, of melting point 81°-83° C. Isolated yield 40.7%. Yields the product C(=O)(OCC)C=1NC(=C(C1OCCCl)C)C (1-(2-carboethoxy-4,5-dimethyl-pyrrol-3-oxy)-2-chloroethane). RXN SMILES: [CH2:1]([O:3][C:4]([C:6]1[NH:7][C:8]([CH3:13])=[C:9]([CH3:12])[C:10]=1[OH:11])=[O:5])[CH3:2].[CH2:14]([Cl:17])[CH2:15]Br.C(=O)([O-])[O-].[K+].[K+]>>[C:4]([C:6]1[NH:7][C:8]([CH3:13])=[C:9]([CH3:12])[C:10]=1[O:11][CH2:15][CH2:14][Cl:17])([O:3][CH2:1][CH3:2])=[O:5] |f:2.3.4|. Reactants: C(C)OC(=O)C=1NC(=C(C1O)C)C (3-hydroxy-4,5-dimethyl-pyrrole-2-carboxylic acid ethyl ester), C(CBr)Cl (1,2-bromochloroethane), C([O-])([O-])=O.[K+].[K+] (potassium carbonate). Reactants: C(C)(C)(C)OC(NC1=C(C=C(C=C1)C1=C(C=CC(=C1)F)F)N)=O ((3-amino-2′,5′-difluoro-biphenyl-4-yl)-carbamic acid tert.-butyl ester), C(C)OC(CC(C1=CC(=CC=C1)N1N=NC=C1)=O)=O (3-oxo-3-(3-[1,2,3]triazol-1-yl-phenyl)-propionic acid ethyl ester). The product is C(C)(C)(C)OC(NC1=C(C=C(C=C1)C1=C(C=CC(=C1)F)F)NC(CC(C1=CC(=CC=C1)N1N=NC=C1)=O)=O)=O ({2′,5′-Difluoro-3-[3-oxo-3-(3-[1,2,3]triazol-1-yl-phenyl)-propionylamino]-biphenyl-4-yl}-carbamic acid tert.-butyl ester). Reaction SMILES: [C:1]([O:5][C:6](=[O:23])[NH:7][C:8]1[CH:13]=[CH:12][C:11]([C:14]2[CH:19]=[C:18]([F:20])[CH:17]=[CH:16][C:15]=2[F:21])=[CH:10][C:9]=1[NH2:22])([CH3:4])([CH3:3])[CH3:2].C([O:26][C:27](=O)[CH2:28][C:29](=[O:41])[C:30]1[CH:35]=[CH:34][CH:33]=[C:32]([N:36]2[CH:40]=[CH:39][N:38]=[N:37]2)[CH:31]=1)C>>[C:1]([O:5][C:6](=[O:23])[NH:7][C:8]1[CH:13]=[CH:12][C:11]([C:14]2[CH:19]=[C:18]([F:20])[CH:17]=[CH:16][C:15]=2[F:21])=[CH:10][C:9]=1[NH:22][C:27](=[O:26])[CH2:28][C:29](=[O:41])[C:30]1[CH:35]=[CH:34][CH:33]=[C:32]([N:36]2[CH:40]=[CH:39][N:38]=[N:37]2)[CH:31]=1)([CH3:4])([CH3:2])[CH3:3]. Procedure details: Prepared from (3-amino-2′,5′-difluoro-biphenyl-4-yl)-carbamic acid tert.-butyl ester (Example G45) (160 mg, 0.5 mmol) and 3-oxo-3-(3-[1,2,3]triazol-1-yl-phenyl)-propionic acid ethyl ester (Example H2) (130 mg, 0.5 mmol) according to the general procedure K. Obtained as an amorphous off-white substance (129 mg). Starting materials: C1COCCN1, CCN=C=NCCCN(C)C, CC#N, CCOC(C)=O, O=C(O)c1cc2c(cc1Cl)OCO2, Cl, O, Oc1cccc2[nH]nnc12. Product: O=C(c1cc2c(cc1Cl)OCO2)N1CCOCC1. Reaction SMILES: [CH2:24]1[CH2:25][O:26][CH2:27][CH2:28][NH:29]1.[CH3:31][N:32]([CH3:33])[CH2:34][CH2:35][CH2:36][N:37]=[C:38]=[N:39][CH2:40][CH3:41].[CH3:42][C:43]#[N:44].[CH3:45][CH2:46][O:47][C:48](=[O:49])[CH3:50].[Cl:1][c:2]1[c:3]([C:11](=[O:12])[OH:13])[cH:4][c:5]2[c:6]([cH:10]1)[O:7][CH2:8][O:9]2.[ClH:30].[OH2:51].[OH:14][c:15]1[c:16]2[n:17][n:18][nH:19][c:20]2[cH:21][cH:22][cH:23]1>>[Cl:1][c:2]1[c:3]([C:11](=[O:13])[N:29]2[CH2:24][CH2:25][O:26][CH2:27][CH2:28]2)[cH:4][c:5]2[c:6]([cH:10]1)[O:7][CH2:8][O:9]2.